Dataset: the Open Reaction Database (ORD), a public repository of structured organic reaction records. Task: describe an organic reaction: reactants, conditions, products, and yield Starting materials: O=S1(CCN(CC1)CCN[C@]12[C@@H]([C@H]3CC[C@@H]4[C@]5(CC[C@@H](C([C@@H]5CC[C@]4([C@@]3(CC1)C)C)(C)C)C1=CC=C(C(=O)O)C=C1)C)[C@@H](CC2)C(C)C)=O (4-((1S,3aS,5aR,5bR,7aS,9S,11aS,11bR,13aR,13bR)-3a-((2-(1,1-dioxidothiomorpholino)ethyl)amino)-1-isopropyl-5a,5b,8,8,11a-pentamethylicosahydro-1H-cyclopenta[a]chrysen-9-yl)benzoic acid), ClCCN1CCC(CC1)S(=O)(=O)C (1-(2-chloroethyl)-4-(methylsulfonyl)piperidine). Product: C(C)(C)[C@@H]1CC[C@]2([C@H]1[C@H]1CC[C@@H]3[C@]4(CC[C@@H](C([C@@H]4CC[C@]3([C@@]1(CC2)C)C)(C)C)C2=CC=C(C(=O)O)C=C2)C)NCCN2CCC(CC2)S(=O)(=O)C (4-((1S,3aS,5aR,5bR,7aS,9S,11aS,11bR,13aR,13bR)-1-isopropyl-5a,5b,8,8,11a-pentamethyl-3a-((2-(4-(methylsulfonyl)piperidin-1-yl)ethyl)amino)icosahydro-1H-cyclopenta[a]chrysen-9-yl)benzoic acid), solid. Isolated yield 36.0%. RXN SMILES: O=S1(=O)CCN(CC[NH:10][C@:11]23[CH2:45][CH2:44][C@@H:43]([CH:46]([CH3:48])[CH3:47])[C@@H:12]2[C@@H:13]2[C@@:26]([CH3:29])([CH2:27][CH2:28]3)[C@@:25]3([CH3:30])[C@@H:16]([C@:17]4([CH3:42])[C@@H:22]([CH2:23][CH2:24]3)[C:21]([CH3:32])([CH3:31])[C@@H:20]([C:33]3[CH:41]=[CH:40][C:36]([C:37]([OH:39])=[O:38])=[CH:35][CH:34]=3)[CH2:19][CH2:18]4)[CH2:15][CH2:14]2)CC1.Cl[CH2:51][CH2:52][N:53]1[CH2:58][CH2:57][CH:56]([S:59]([CH3:62])(=[O:61])=[O:60])[CH2:55][CH2:54]1>>[CH:46]([C@H:43]1[C@@H:12]2[C@@H:13]3[C@@:26]([CH3:29])([CH2:27][CH2:28][C@@:11]2([NH:10][CH2:51][CH2:52][N:53]2[CH2:58][CH2:57][CH:56]([S:59]([CH3:62])(=[O:61])=[O:60])[CH2:55][CH2:54]2)[CH2:45][CH2:44]1)[C@@:25]1([CH3:30])[C@@H:16]([C@:17]2([CH3:42])[C@@H:22]([CH2:23][CH2:24]1)[C:21]([CH3:32])([CH3:31])[C@@H:20]([C:33]1[CH:41]=[CH:40][C:36]([C:37]([OH:39])=[O:38])=[CH:35][CH:34]=1)[CH2:19][CH2:18]2)[CH2:15][CH2:14]3)([CH3:48])[CH3:47]. Procedure: The title compound was prepared following the method described in above for the synthesis of 4-((1S,3aS,5aR,5bR,7aS,9S,11aS,11bR,13aR,13bR)-3a-((2-(1,1-dioxidothiomorpholino)ethyl)amino)-1-isopropyl-5a,5b,8,8,11a-pentamethylicosahydro-1H-cyclopenta[a]chrysen-9-yl)benzoic acid using 1-(2-chloroethyl)-4-(methylsulfonyl)piperidine (prepared as described below) as the alkylating reagent in Step 3. The product was isolated as a white solid (24 mg, 36%). LCMS: m/e 723.56 (M+H)+, 2.28 min (method 11). ...